This data is from the Open Reaction Database (ORD), a public repository of structured organic reaction records. The task is: describe an organic reaction: reactants, conditions, products, and yield Reactants: N1C(=CC=2CN(CCC21)C(=O)OC(C)(C)C)C(=O)OCC (5-tert-butyl 2-ethyl 1,4,6,7-tetrahydro-5H-pyrrolo[3,2-c]pyridine-2,5-dicarboxylate), [OH-].[Na+] (NaOH). Solvent: C(C)O (ethanol). Yields the product C(C)(C)(C)OC(=O)N1CC2=C(CC1)NC(=C2)C(=O)O (5-(tert-butoxycarbonyl)-4,5,6,7-tetrahydro-1H-pyrrolo[3,2-c]pyridine-2-carboxylic acid). Reaction SMILES: [NH:1]1[C:9]2[CH2:8][CH2:7][N:6]([C:10]([O:12][C:13]([CH3:16])([CH3:15])[CH3:14])=[O:11])[CH2:5][C:4]=2[CH:3]=[C:2]1[C:17]([O:19]CC)=[O:18].[OH-].[Na+]>C(O)C>[C:13]([O:12][C:10]([N:6]1[CH2:7][CH2:8][C:9]2[NH:1][C:2]([C:17]([OH:19])=[O:18])=[CH:3][C:4]=2[CH2:5]1)=[O:11])([CH3:16])([CH3:14])[CH3:15] |f:1.2|. Procedure: To a solution of 5-tert-butyl 2-ethyl 1,4,6,7-tetrahydro-5H-pyrrolo[3,2-c]pyridine-2,5-dicarboxylate (1 eq.) obtained in step I of example 212 in ethanol was added NaOH (2.00 eq.) and refluxed for 6 hrs. Reaction mixture was concentrated under reduced pressure and neutralized to get desired compound 5-(tert-butoxycarbonyl)-4,5,6,7-tetrahydro-1H-pyrrolo[3,2-c]pyridine-2-carboxylic acid. Starting materials: ClCCl, [Ca+2], O=C(OO)c1cccc(Cl)c1, [OH-], [OH-], OCc1ccc2c(c1)Sc1ccccc1CC2. Yields the product O=S1c2ccccc2CCc2ccc(CO)cc21. RXN SMILES: [CH2:32]([Cl:33])[Cl:34].[Ca+2:30].[Cl:18][c:19]1[cH:20][cH:21][cH:22][c:23]([C:24]([O:25][OH:27])=[O:26])[cH:28]1.[OH-:29].[OH-:31].[OH:1][CH2:2][c:3]1[cH:4][cH:5][c:6]2[c:7]([cH:17]1)[S:8][c:9]1[c:10]([cH:13][cH:14][cH:15][cH:16]1)[CH2:11][CH2:12]2>>[OH:1][CH2:2][c:3]1[cH:4][cH:5][c:6]2[c:7]([cH:17]1)[S:8](=[O:26])[c:9]1[c:10]([cH:13][cH:14][cH:15][cH:16]1)[CH2:11][CH2:12]2. Starting materials: C(C)(=O)Cl (acetyl chloride), C[C@@H]1C[C@H](NCC1)C(=O)O ((2S, 4S)-4-methyl pipecolic acid). Solvent: CCO (EtOH). Run at time 16 hour. The product is C[C@@H]1C[C@H](NCC1)C(=O)OCC ((2S-trans)-4-Methyl-2-piperidinecarboxylic acid, ethyl ester). Isolated yield 90.0%. As a reaction SMILES: [C:1](Cl)(=O)[CH3:2].[CH3:5][C@H:6]1[CH2:11][CH2:10][NH:9][C@H:8]([C:12]([OH:14])=[O:13])[CH2:7]1>CCO>[CH3:5][C@H:6]1[CH2:11][CH2:10][NH:9][C@H:8]([C:12]([O:14][CH2:1][CH3:2])=[O:13])[CH2:7]1. Procedure: To a solution of dry EtOH (65 mL) and acetyl chloride (6.52 mL added dropwise at 0° C.) was added (2S, 4S)-4-methyl pipecolic acid (2.8 g, 19.6 mmol) at room temperature. The reaction was stirred at room temperature for 16 hrs and then concentrated in vacuo to give the title compound, (3.01 g, 90%). Starting materials: COC(=O)C=1C(=C2C=C(C(N(C2=CN1)[C@H](C)C1=CC=CC=C1)=O)Br)O ((R)-3-bromo-5-hydroxy-2-oxo-1-(1-phenyl-ethyl)-1,2-dihydro-[1,7]naphthyridine-6-carboxylic acid methyl ester), C1(=CC=CC=C1)[Sn](CCCC)(CCCC)CCCC (PhSnBu3), Cl (HCl), CCOC(=O)C (EtOAc). The reagents and catalysts are Cl[Pd]([P](C1=CC=CC=C1)(C2=CC=CC=C2)C3=CC=CC=C3)([P](C4=CC=CC=C4)(C5=CC=CC=C5)C6=CC=CC=C6)Cl (PdCl2(PPh3)2). The solvent is CN(C)C=O (DMF), [Cl-].[Na+].O (brine). Conditions: temperature 120 celsius. Yields the product COC(=O)C=1C(=C2C=C(C(N(C2=CN1)[C@H](C)C1=CC=CC=C1)=O)C1=CC=CC=C1)O ((R)-5-Hydroxy-2-oxo-3-phenyl-1-(1-phenyl-ethyl)-1,2-dihydro-[1,7]naphthyridine-6-carboxylic acid methyl ester). Yield: 63.0%. Reaction SMILES: [CH3:1][O:2][C:3]([C:5]1[C:6]([OH:25])=[C:7]2[C:12](=[CH:13][N:14]=1)[N:11]([C@@H:15]([C:17]1[CH:22]=[CH:21][CH:20]=[CH:19][CH:18]=1)[CH3:16])[C:10](=[O:23])[C:9](Br)=[CH:8]2)=[O:4].[C:26]1([Sn](CCCC)(CCCC)CCCC)[CH:31]=[CH:30][CH:29]=[CH:28][CH:27]=1.CCOC(C)=O.Cl>CN(C=O)C.[Cl-].[Na+].O.Cl[Pd](Cl)([P](C1C=CC=CC=1)(C1C=CC=CC=1)C1C=CC=CC=1)[P](C1C=CC=CC=1)(C1C=CC=CC=1)C1C=CC=CC=1>[CH3:1][O:2][C:3]([C:5]1[C:6]([OH:25])=[C:7]2[C:12](=[CH:13][N:14]=1)[N:11]([C@@H:15]([C:17]1[CH:22]=[CH:21][CH:20]=[CH:19][CH:18]=1)[CH3:16])[C:10](=[O:23])[C:9]([C:26]1[CH:31]=[CH:30][CH:29]=[CH:28][CH:27]=1)=[CH:8]2)=[O:4] |f:5.6.7,^1:62,81|. Procedure: A mixture of (R)-3-bromo-5-hydroxy-2-oxo-1-(1-phenyl-ethyl)-1,2-dihydro-[1,7]naphthyridine-6-carboxylic acid methyl ester (500 mg, 1.24 mmol), PhSnBu3 (0.49 mL, 1.49 mmol), and PdCl2(PPh3)2 (174 mg, 0.25 mmol) in DMF (10 mL) was heated at 120° C. under nitrogen atmosphere for 2 h. After the mixture was cooled to r.t., brine and EtOAc were added. 1 M HCl was added until pH was about 3. The aqueous layer was extracted with additional EtOAc and the organic layers were combined, washed with water, a...